Dataset: the Open Reaction Database (ORD), a public repository of structured organic reaction records. Task: describe an organic reaction: reactants, conditions, products, and yield Starting materials: NC1=C(C=C(C=C1)CC(=O)OC)Cl (methyl 4-amino-3-chlorophenylacetate), C1(=CC=CC=C1)N=C=O (phenyl isocyanate). Solvent: C1CCOC1 (THF). Run at time 15 hour. The product is ClC=1C=C(C=CC1NC(=O)NC1=CC=CC=C1)CC(=O)OC (methyl 3-chloro-4-(N′-phenylureido)phenylacetate). The yield is 85.6%. RXN SMILES: [NH2:1][C:2]1[CH:7]=[CH:6][C:5]([CH2:8][C:9]([O:11][CH3:12])=[O:10])=[CH:4][C:3]=1[Cl:13].[C:14]1([N:20]=[C:21]=[O:22])[CH:19]=[CH:18][CH:17]=[CH:16][CH:15]=1>C1COCC1>[Cl:13][C:3]1[CH:4]=[C:5]([CH2:8][C:9]([O:11][CH3:12])=[O:10])[CH:6]=[CH:7][C:2]=1[NH:1][C:21]([NH:20][C:14]1[CH:19]=[CH:18][CH:17]=[CH:16][CH:15]=1)=[O:22]. Procedure details: To a mixture of methyl 4-amino-3-chlorophenylacetate (1.31 g, 6.56 mmol) and phenyl isocyanate (0.71 ml, 6.56 mmol) in THF (20 ml) was added Et3 N (0.19 ml, 1.33 mmol) at room temperature. After 15 h stirring, the reaction mixture was concentrated in vacuo. The residue was triturated by the addition of n-hexane to give methyl 3-chloro-4-(N′-phenylureido)phenylacetate (1.79 g, 86%) as a pale brown solid. 1H-NMR (CDCl3) δ 3.56 (s, 2H), 3.70 (s, 3H), 6.70 (m, 1H), 7.06 (s, 1H), 7.14–7.18 (m, 2H), 7... The reactants are ClC=1C(=C(C=CC1)C1C(NC(C1(C#N)C1=C(C=C(C=C1)Cl)F)CC(C)(C)C)C(=O)O)F (rac-(2R,3S,4R,5S)-3-(3-chloro-2-fluoro-phenyl)-4-(4-chloro-2-fluoro-phenyl)-4-cyano-5-(2,2-dimethyl-propyl)-pyrrolidine-2-carboxylic acid), CCN(C(C)C)C(C)C (DIPEA), C1(=CC=CC=C1)P(=O)(C1=CC=CC=C1)Cl (DIPHENYLPHOSPHINIC CHLORIDE), C(C)OC(=O)C1=NC=C(N=C1)N (5-AMINO-PYRAZINE-2-CARBOXYLIC ACID ETHYL ESTER). Solvent: ClCCl (dichloromethane), ClCCl (dichloromethane). Conditions: time 8 hour. The product is ClC=1C(=C(C=CC1)[C@H]1[C@@H](N[C@H]([C@]1(C#N)C1=C(C=C(C=C1)Cl)F)CC(C)(C)C)C(=O)NC=1N=CC(=NC1)C(=O)OCC)F (ethyl 5-((2R,3S,4R,5S)-3-(3-chloro-2-fluorophenyl)-4-(4-chloro-2-fluorophenyl)-4-cyano-5-neopentylpyrrolidine-2-carboxamido)pyrazine-2-carboxylate). Yield: 26.2%. RXN SMILES: [Cl:1][C:2]1[C:3]([F:31])=[C:4]([CH:8]2[C:12]([C:15]3[CH:20]=[CH:19][C:18]([Cl:21])=[CH:17][C:16]=3[F:22])([C:13]#[N:14])[CH:11]([CH2:23][C:24]([CH3:27])([CH3:26])[CH3:25])[NH:10][CH:9]2[C:28]([OH:30])=O)[CH:5]=[CH:6][CH:7]=1.CCN(C(C)C)C(C)C.C1(P(Cl)(C2C=CC=CC=2)=O)C=CC=CC=1.[CH2:56]([O:58][C:59]([C:61]1[CH:66]=[N:65][C:64]([NH2:67])=[CH:63][N:62]=1)=[O:60])[CH3:57]>ClCCl>[Cl:1][C:2]1[C:3]([F:31])=[C:4]([C@@H:8]2[C@:12]([C:15]3[CH:20]=[CH:19][C:18]([Cl:21])=[CH:17][C:16]=3[F:22])([C:13]#[N:14])[C@H:11]([CH2:23][C:24]([CH3:27])([CH3:26])[CH3:25])[NH:10][C@H:9]2[C:28]([NH:67][C:64]2[N:65]=[CH:66][C:61]([C:59]([O:58][CH2:56][CH3:57])=[O:60])=[N:62][CH:63]=2)=[O:30])[CH:5]=[CH:6][CH:7]=1. Procedure details: A solution of rac-(2R,3S,4R,5S)-3-(3-chloro-2-fluoro-phenyl)-4-(4-chloro-2-fluoro-phenyl)-4-cyano-5-(2,2-dimethyl-propyl)-pyrrolidine-2-carboxylic acid (79.9 mg, 0.171 mmol) in dichloromethane (3 ml) was treated with DIPEA (89.0 mg, 0.685 mmol) and DIPHENYLPHOSPHINIC CHLORIDE (103 mg, 0.428 μmol, Aldrich) and stirred for 30 mins under argon before 5-AMINO-PYRAZINE-2-CARBOXYLIC ACID ETHYL ESTER (30.4 mg, 0.173 mmol, Ark Pharm) was added and the reaction was stirred overnight. The reaction mixture... The reactants are C1CCOC1 (THF), [Br-].O1C(OCCC1)CCP(C1=CC=CC=C1)(C1=CC=CC=C1)C1=CC=CC=C1 (1,3-dioxan-2-ylethyltriphenylphosphinebromide), C1CCOC1 (THF), O=C1CCC(CC1)C1CCC(CC1)CCC1=CC=C(C=C1)OC(F)(F)F (4-(4-oxocyclohexyl)-1-(2-(4-trifluoromethoxyphenyl)ethyl)cyclohexane), CC(C)([O-])C.[K+] (potassium-t-butoxide). The solvent is O (water). Run at time 3 hour. Yields the product O1C(OCCC1)CCC1CCC(CC1)C1CCC(CC1)CCC1=CC=C(C=C1)OC(F)(F)F (4-(4-(1,3-dioxan-2-ylethyl)cyclohexyl)-1-(2-(4-trifluoromethoxyphenyl)ethyl)cyclohexane). The yield is 44.5%. RXN SMILES: C1COCC1.[Br-].[O:7]1[CH2:12][CH2:11][CH2:10][O:9][CH:8]1[CH2:13][CH2:14]P(C1C=CC=CC=1)(C1C=CC=CC=1)C1C=CC=CC=1.CC(C)([O-])C.[K+].O=[C:41]1[CH2:46][CH2:45][CH:44]([CH:47]2[CH2:52][CH2:51][CH:50]([CH2:53][CH2:54][C:55]3[CH:60]=[CH:59][C:58]([O:61][C:62]([F:65])([F:64])[F:63])=[CH:57][CH:56]=3)[CH2:49][CH2:48]2)[CH2:43][CH2:42]1>O>[O:9]1[CH2:10][CH2:11][CH2:12][O:7][CH:8]1[CH2:13][CH2:14][CH:41]1[CH2:42][CH2:43][CH:44]([CH:47]2[CH2:48][CH2:49][CH:50]([CH2:53][CH2:54][C:55]3[CH:56]=[CH:57][C:58]([O:61][C:62]([F:63])([F:64])[F:65])=[CH:59][CH:60]=3)[CH2:51][CH2:52]2)[CH2:45][CH2:46]1 |f:1.2,3.4|. Procedure details: THF (100 ml) was added to 1,3-dioxan-2-ylethyltriphenylphosphinebromide (10.0 g, 21.9 mmol), followed by adding thereto potassium-t-butoxide (2.46 g, 21.9 mmol), stirring the mixture at the same temperature for 3 hours, dropwise adding to the reaction solution, a 20 ml THF solution of the above 4-(4-oxocyclohexyl)-1-(2-(4-trifluoromethoxyphenyl)ethyl)cyclohexane (5.7 g, 15.6 mmol), stirring the mixture at the same temperature for one hour, stirring for 3 hours at room temperature, adding water (... Reaction conditions: time 30 minute. Reagents/catalysts: C=1C=CC(=CC1)[P](C=2C=CC=CC2)(C=3C=CC=CC3)[Pd]([P](C=4C=CC=CC4)(C=5C=CC=CC5)C=6C=CC=CC6)([P](C=7C=CC=CC7)(C=8C=CC=CC8)C=9C=CC=CC9)[P](C=1C=CC=CC1)(C=1C=CC=CC1)C=1C=CC=CC1 (Tetrakis(triphenylphosphine)palladium). Procedure: Tetrakis(triphenylphosphine)palladium (0.24 g) is added at room temperature to a solution of 2-amino-3,5-dibromopyrazine (0.51 g) in dimethoxyethane (12 mL). The mixture is stirred for 30 min and sodium carbonate (0.53 g), water (6 mL) and 2-chlorophenylboronic acid (0.32 g) are added and the mixture is stirred for 18 h at 100° C. The mixture is cooled, citric acid (10%, 20 mL) is added and the mixture is extracted with ethyl acetate (3×50 mL). Organic phases were pooled, washed with sodium bica... RXN SMILES: [NH2:1][C:2]1[C:7](Br)=[N:6][C:5]([Br:9])=[CH:4][N:3]=1.C(=O)([O-])[O-].[Na+].[Na+].[Cl:16][C:17]1[CH:22]=[CH:21][CH:20]=[CH:19][C:18]=1B(O)O.C(O)(=O)CC(CC(O)=O)(C(O)=O)O>C(COC)OC.C1C=CC([P]([Pd]([P](C2C=CC=CC=2)(C2C=CC=CC=2)C2C=CC=CC=2)([P](C2C=CC=CC=2)(C2C=CC=CC=2)C2C=CC=CC=2)[P](C2C=CC=CC=2)(C2C=CC=CC=2)C2C=CC=CC=2)(C2C=CC=CC=2)C2C=CC=CC=2)=CC=1.O>[Br:9][C:5]1[N:6]=[C:7]([C:18]2[CH:19]=[CH:20][CH:21]=[CH:22][C:17]=2[Cl:16])[C:2]([NH2:1])=[N:3][CH:4]=1 |f:1.2.3,^1:48,50,69,88|. The reactants are C(CC(O)(C(=O)O)CC(=O)O)(=O)O (citric acid), NC1=NC=C(N=C1Br)Br (2-amino-3,5-dibromopyrazine), C([O-])([O-])=O.[Na+].[Na+] (sodium carbonate), ClC1=C(C=CC=C1)B(O)O (2-chlorophenylboronic acid). The yield is 54.0%. Run in C(OC)COC (dimethoxyethane), O (water). The product is BrC=1N=C(C(=NC1)N)C1=C(C=CC=C1)Cl (5-Bromo-3-(2-chloro-phenyl)-pyrazin-2-ylamine). Starting materials: CCCO, Cl, [H][H], O=[N+]([O-])c1cc(O)ccc1O, O. The product is Cl, Nc1cc(O)ccc1O. As a reaction SMILES: [CH2:12]([OH:13])[CH2:14][CH3:15].[ClH:18].[H:16][H:17].[N+:1]([O-:2])(=[O:3])[c:4]1[c:5]([OH:11])[cH:6][cH:7][c:8]([OH:10])[cH:9]1.[OH2:19]>>[ClH:18].[NH2:1][c:4]1[c:5]([OH:11])[cH:6][cH:7][c:8]([OH:10])[cH:9]1. The reactants are Br (HBr), C(C)(=O)O (acetic acid), CN1C(=NC(=C1Br)[N+](=O)[O-])COC(C)=O (1-methyl-2-acetoxymethyl-4-nitro-5-bromoimidazole). Yields the product CN1C(=NC(=C1Br)[N+](=O)[O-])CCBr (1-Methyl-2-bromoethyl-4-nitro-5-bromoimidazole). RXN SMILES: [CH3:1][N:2]1[C:6]([Br:7])=[C:5]([N+:8]([O-:10])=[O:9])[N:4]=[C:3]1COC(=O)C.[BrH:16].[C:17](O)(=O)[CH3:18]>>[CH3:1][N:2]1[C:6]([Br:7])=[C:5]([N+:8]([O-:10])=[O:9])[N:4]=[C:3]1[CH2:17][CH2:18][Br:16]. Procedure details: 0.596 G. (0.00214 moles) of 1-methyl-2-acetoxymethyl-4-nitro-5-bromoimidazole is dissolved in 20 ml. of acetic acid and treated with gaseous HBr for 5 minutes at room temperature. The reaction mixture is refluxed on a steam bath for 1 hour, cooled and evaporated to dryness. The residue is dissolved in chloroform, treated with 10% potassium bicarbonate solution. The chloroform layer is separated, dried and evaporated to dryness, affording 0.568 g. of 1-methyl-2-bromomethyl-4-nitro-5-bromoimidazol... The reactants are O=C([O-])[O-], COc1cc2c(cc1[N+](=O)[O-])CNCC2, CC#N, CCC(C)I, [K+], [K+]. The product is CCC(C)N1CCc2cc(OC)c([N+](=O)[O-])cc2C1. RXN SMILES: [C:21](=[O:22])([O-:23])[O-:24].[CH3:1][O:2][c:3]1[cH:4][c:5]2[c:10]([cH:11][c:12]1[N+:13](=[O:14])[O-:15])[CH2:9][NH:8][CH2:7][CH2:6]2.[CH3:27][C:28]#[N:29].[I:16][CH:17]([CH3:18])[CH2:19][CH3:20].[K+:25].[K+:26]>>[CH3:1][O:2][c:3]1[cH:4][c:5]2[c:10]([cH:11][c:12]1[N+:13](=[O:14])[O-:15])[CH2:9][N:8]([CH:17]([CH3:18])[CH2:19][CH3:20])[CH2:7][CH2:6]2. Starting materials: C1(CCCCC1)C1(CC2CCC(C1)N2C(=O)OCC)C(=O)O (3-cyclohexyl-8-(ethoxycarbonyl)-8-azabicyclo[3.2.1]octane-3-carboxylic acid), C(C(=O)Cl)(=O)Cl (oxalyl chloride), C(C)(C)(C)N (t-BuNH2). Reagents/catalysts: CN(C)C=O (DMF). Run in C(Cl)(Cl)Cl (CHCl3). Conditions: temperature 80 celsius, time 30 minute. Yields the product C(C)(C)(C)NC(=O)C1(CC2CCC(C1)N2C(=O)OCC)C2CCCCC2 (ethyl 3-[(tert-butylamino)carbonyl]-3-cyclohexyl-8-azabicyclo[3.2.1]octane-8-carboxylate). RXN SMILES: [CH:1]1([C:7]2([C:20]([OH:22])=O)[CH2:13][CH:12]3[N:14]([C:15]([O:17][CH2:18][CH3:19])=[O:16])[CH:9]([CH2:10][CH2:11]3)[CH2:8]2)[CH2:6][CH2:5][CH2:4][CH2:3][CH2:2]1.C(Cl)(=O)C(Cl)=O.[C:29]([NH2:33])([CH3:32])([CH3:31])[CH3:30]>C(Cl)(Cl)Cl.CN(C=O)C>[C:29]([NH:33][C:20]([C:7]1([CH:1]2[CH2:6][CH2:5][CH2:4][CH2:3][CH2:2]2)[CH2:13][CH:12]2[N:14]([C:15]([O:17][CH2:18][CH3:19])=[O:16])[CH:9]([CH2:10][CH2:11]2)[CH2:8]1)=[O:22])([CH3:32])([CH3:31])[CH3:30]. Reported procedure: To a solution of 3-cyclohexyl-8-(ethoxycarbonyl)-8-azabicyclo[3.2.1]octane-3-carboxylic acid (1-7) (1.50 g, 4.85 mmol) in CHCl3 (60.0 mL) was slowly added oxalyl chloride (2.67 mL, 5.33 mmol, 2.0 N), followed by addition of DMF (3 drops) as a catalyst. After the bubbling ceased, the mixture was stirred for 30 min and the solvents were removed under vacuum. To the mixture was added t-BuNH2 (5.32 g, 72.7 mmol) and the resulting suspension was warmed up to 80° C. overnight. The solvents were remove...